Dataset: the Open Reaction Database (ORD), a public repository of structured organic reaction records. Task: describe an organic reaction: reactants, conditions, products, and yield Reactants: CC1=NOC(=C1C)NS(=O)(=O)C1=C(C=CC=C1)[N+](=O)[O-] (N-(3,4-dimethyl-5-isoxazolyl)-2-nitrobenzenesulfonamide), Example 9)in, [H][H] (hydrogen). The reagents and catalysts are [Pd] (palladium on carbon). The solvent is CO (methanol), CO (methanol). Yields the product NC1=C(C=CC=C1)S(=O)(=O)NC1=C(C(=NO1)C)C (2-Amino-N-(3,4-dimethyl-5-isoxazolyl)benzenesulfonamide). Yield: 111.1%. As a reaction SMILES: [CH3:1][C:2]1[C:6]([CH3:7])=[C:5]([NH:8][S:9]([C:12]2[CH:17]=[CH:16][CH:15]=[CH:14][C:13]=2[N+:18]([O-])=O)(=[O:11])=[O:10])[O:4][N:3]=1.[H][H]>[Pd].CO>[NH2:18][C:13]1[CH:14]=[CH:15][CH:16]=[CH:17][C:12]=1[S:9]([NH:8][C:5]1[O:4][N:3]=[C:2]([CH3:1])[C:6]=1[CH3:7])(=[O:11])=[O:10]. Procedure: To a suspension of 135 mg of 10% palladium on carbon in 20 mL of methanol under argon, 0.9 g (3.03 mmol) of N-(3,4-dimethyl-5-isoxazolyl)-2-nitrobenzenesulfonamide (Example 9)in 20 mL of methanol was added. The solution was hydrogenated with a balloon filled with hydrogen for 90 minutes. The mixture was filtered through Celite® and the filtrate was concentrated to afford 0.9 g of a gum. This material was chromatographed on silica initially with 9:1 methylene chloride:methanol and then with 1:1 h... Starting materials: CCOP(=O)(C=Cc1ccc([N+](=O)[O-])cc1)OCC, [Cl-], [Fe], [NH4+]. Product: CCOP(=O)(C=Cc1ccc(N)cc1)OCC. As a reaction SMILES: [CH2:1]([CH3:2])[O:3][P:4]([O:5][CH2:6][CH3:7])(=[O:8])[CH:9]=[CH:10][c:11]1[cH:12][cH:13][c:14]([N+:17]([O-:18])=[O:19])[cH:15][cH:16]1.[Cl-:20].[Fe:22].[NH4+:21]>>[CH2:1]([CH3:2])[O:3][P:4]([O:5][CH2:6][CH3:7])(=[O:8])[CH:9]=[CH:10][c:11]1[cH:12][cH:13][c:14]([NH2:17])[cH:15][cH:16]1. Starting materials: CC(C)C(NS(=O)(=O)c1ccc(-c2ccc(OC(=O)Nc3csc4ccccc34)cc2)cc1)C(=O)OC(C)(C)C, ClCCl, O=C(O)C(F)(F)F. The product is CC(C)C(NS(=O)(=O)c1ccc(-c2ccc(OC(=O)Nc3csc4ccccc34)cc2)cc1)C(=O)O. RXN SMILES: [C:1]([CH3:2])([CH3:3])([CH3:4])[O:5][C:6]([CH:7]([CH:8]([CH3:9])[CH3:10])[NH:11][S:12](=[O:13])(=[O:14])[c:15]1[cH:16][cH:17][c:18](-[c:21]2[cH:22][cH:23][c:24]([O:27][C:28]([NH:29][c:30]3[c:31]4[c:32]([s:33][cH:34]3)[cH:35][cH:36][cH:37][cH:38]4)=[O:39])[cH:25][cH:26]2)[cH:19][cH:20]1)=[O:40].[CH2:48]([Cl:49])[Cl:50].[F:41][C:42]([F:43])([F:44])[C:45]([OH:46])=[O:47]>>[O:5]=[C:6]([CH:7]([CH:8]([CH3:9])[CH3:10])[NH:11][S:12](=[O:13])(=[O:14])[c:15]1[cH:16][cH:17][c:18](-[c:21]2[cH:22][cH:23][c:24]([O:27][C:28]([NH:29][c:30]3[c:31]4[c:32]([s:33][cH:34]3)[cH:35][cH:36][cH:37][cH:38]4)=[O:39])[cH:25][cH:26]2)[cH:19][cH:20]1)[OH:40]. The reactants are OCCBr, O=C(O)C=Cc1ccccc1, CCC(C)=O, [Cl-], c1ccncc1. Product: O=C(C=Cc1ccccc1)OCCBr. Reaction SMILES: [Br:18][CH2:19][CH2:20][OH:21].[C:2]([CH:3]=[CH:4][c:5]1[cH:6][cH:7][cH:8][cH:9][cH:10]1)(=[O:11])[OH:12].[CH2:13]([C:14]([CH3:15])=[O:16])[CH3:17].[Cl-:1].[cH:22]1[cH:23][cH:24][n:25][cH:26][cH:27]1>>[C:2]([CH:3]=[CH:4][c:5]1[cH:6][cH:7][cH:8][cH:9][cH:10]1)(=[O:11])[O:12][CH2:20][CH2:19][Br:18]. Starting materials: C(=O)(O)/C=C/C1=C(C=CC(=C1)OC)C1C(C(C2=CC=C(C=C12)OCCC)C1=CC2=C(C=C1)OCO2)C(=O)O ((1RS,2SR,3 SR)-3-[2-[(E)-2-carboxy-ethen-1-yl]-4-methoxyphenyl]-1-(3,4-methylenedioxy-phenyl)-5-(prop-1-yloxy)indane-2-carboxylic acid). The reagents and catalysts are [Pd] (palladium on activated carbon). The solvent is C(C)O (ethanol). Reaction conditions: time 8 hour. Yields the product C(=O)(O)CCC1=C(C=CC(=C1)OC)C1C(C(C2=CC=C(C=C12)OCCC)C1=CC2=C(C=C1)OCO2)C(=O)O ((1RS,2SR,3SR)-3-[2-(2-Carboxyeth-1-yl)-4-methoxyphenyl]-1-(3,4-methylenedioxyphenyl)-5-(prop-1-yloxy)-indane-2-carboxylic acid). Yield: 84.4%. As a reaction SMILES: [C:1](/[CH:4]=[CH:5]/[C:6]1[CH:11]=[C:10]([O:12][CH3:13])[CH:9]=[CH:8][C:7]=1[CH:14]1[C:22]2[C:17](=[CH:18][CH:19]=[C:20]([O:23][CH2:24][CH2:25][CH3:26])[CH:21]=2)[CH:16]([C:27]2[CH:32]=[CH:31][C:30]3[O:33][CH2:34][O:35][C:29]=3[CH:28]=2)[CH:15]1[C:36]([OH:38])=[O:37])([OH:3])=[O:2]>C(O)C.[Pd]>[C:1]([CH2:4][CH2:5][C:6]1[CH:11]=[C:10]([O:12][CH3:13])[CH:9]=[CH:8][C:7]=1[CH:14]1[C:22]2[C:17](=[CH:18][CH:19]=[C:20]([O:23][CH2:24][CH2:25][CH3:26])[CH:21]=2)[CH:16]([C:27]2[CH:32]=[CH:31][C:30]3[O:33][CH2:34][O:35][C:29]=3[CH:28]=2)[CH:15]1[C:36]([OH:38])=[O:37])([OH:3])=[O:2]. Procedure details: To a solution of (1RS,2SR,3 SR)-3-[2-[(E)-2-carboxy-ethen-1-yl]-4-methoxyphenyl]-1-(3,4-methylenedioxy-phenyl)-5-(prop-1-yloxy)indane-2-carboxylic acid (43 mg, 0.08 mmol) in ethanol (5 mL) was added 10% palladium on activated carbon (40 mg). The resulting suspension was stirred overnight under an atmosphere of hydrogen then filtered through a pad of celite. The filtrate was concentrated under reduced pressure to afford the title compound (35 mg, 82%) as a white solid. The reactants are C(C)(C)(C)OC(NC=1COC[C@@](N1)(C)C1=CC(=CC(=C1)NC(=O)C1=NC=C(C=N1)Br)Br)=O (((R)-5-{3-bromo-5-[(5-bromo-pyrimidine-2-carbonyl)-amino]-phenyl}-5-methyl-5,6-dihydro-2H-[1,4]oxazin-3-yl)-carbamic acid tert-butyl ester), O1CCOCC1 (dioxane), Cl (HCl). Product: Cl.NC1=N[C@](COC1)(C)C=1C=C(C=C(C1)Br)NC(=O)C1=NC=C(C=N1)Br (5-Bromo-pyrimidine-2-carboxylic acid [3-((R)-5-amino-3-methyl-3,6-dihydro-2H-[1,4]oxazin-3-yl)-5-bromo-phenyl]-amide hydrochloride). RXN SMILES: C(OC(=O)[NH:7][C:8]1[CH2:9][O:10][CH2:11][C@:12]([C:15]2[CH:20]=[C:19]([NH:21][C:22]([C:24]3[N:29]=[CH:28][C:27]([Br:30])=[CH:26][N:25]=3)=[O:23])[CH:18]=[C:17]([Br:31])[CH:16]=2)([CH3:14])[N:13]=1)(C)(C)C.O1CCOCC1.[ClH:39]>>[ClH:39].[NH2:7][C:8]1[CH2:9][O:10][CH2:11][C@:12]([C:15]2[CH:20]=[C:19]([NH:21][C:22]([C:24]3[N:29]=[CH:28][C:27]([Br:30])=[CH:26][N:25]=3)=[O:23])[CH:18]=[C:17]([Br:31])[CH:16]=2)([CH3:14])[N:13]=1 |f:3.4|. Procedure: A solution of ((R)-5-{3-bromo-5-[(5-bromo-pyrimidine-2-carbonyl)-amino]-phenyl}-5-methyl-5,6-dihydro-2H-[1,4]oxazin-3-yl)-carbamic acid tert-butyl ester (22 mg, 0.039 mmol) in 4 M HCl in dioxane (0.8 ml, 80 eq.) was warmed to 40° C. for 24 hrs in a closed reaction vial. After completion volatiles were removed under reduced pressure to yield the title compound (hydrochloride salt) in the form of a colourless solid. 1H-NMR (500 MHz, DMSO-d6): 11.05 (s, 1H), 10.61 (s, 1H, NH+), 9.25 (s, 2H), 9.19 (... Reactants: C(CCC)OCCOCCOCCOCCOCCCC (2-(2-butoxyethoxy)-ethyl ether). The solvent is C(C)(=O)O (acetic acid). Product: C(CCC)OCCOCCO (2-(2-butoxyethoxy)-ethanol). RXN SMILES: [CH2:1]([O:5][CH2:6][CH2:7][O:8][CH2:9][CH2:10][O:11]CCOCCOCCCC)[CH2:2][CH2:3][CH3:4]>C(O)(=O)C>[CH2:1]([O:5][CH2:6][CH2:7][O:8][CH2:9][CH2:10][OH:11])[CH2:2][CH2:3][CH3:4]. Procedure details: the 2-(2-butoxyethoxy)-ethyl ether of acetic acid